From a dataset of the Open Reaction Database (ORD), a public repository of structured organic reaction records. describe an organic reaction: reactants, conditions, products, and yield Reactants: CC(=O)C.OS(=O)(=O)O.O=[Cr](=O)=O (Jones reagent), ClC1=C(C2=C(CC(O2)CO)C=C1C(C1=C(C=CC=C1)F)=O)Cl (6,7-dichloro-2,3-dihydro-5-(2-fluorobenzoyl)-2-hydroxymethylbenzofuran), carboxylic acid, resultant mixture. Solvent: CC(=O)C (acetone). Product: ClC1=C(C2=C(CC(O2)C(=O)O)C=C1C(C1=C(C=CC=C1)F)=O)Cl (6,7-Dichloro-2,3-dihydro-5-(2-fluorobenzoyl)benzofuran-2-carboxylic acid). As a reaction SMILES: CC(C)=[O:3].OS(O)(=O)=O.O=[Cr](=O)=O.[Cl:14][C:15]1[C:25]([C:26](=[O:34])[C:27]2[CH:32]=[CH:31][CH:30]=[CH:29][C:28]=2[F:33])=[CH:24][C:18]2[CH2:19][CH:20]([CH2:22][OH:23])[O:21][C:17]=2[C:16]=1[Cl:35]>CC(C)=O>[Cl:14][C:15]1[C:25]([C:26](=[O:34])[C:27]2[CH:32]=[CH:31][CH:30]=[CH:29][C:28]=2[F:33])=[CH:24][C:18]2[CH2:19][CH:20]([C:22]([OH:3])=[O:23])[O:21][C:17]=2[C:16]=1[Cl:35] |f:0.1.2|. Procedure: Jones reagent [J. Chem. Soc., 2555 (1953)] (84 ml.) was added dropwise to a stirred, cooled solution of 6,7-dichloro-2,3-dihydro-5-(2-fluorobenzoyl)-2-hydroxymethylbenzofuran (43 g., 0.126 mole) in acetone (700 ml.) at such a rate that the internal temperature did not exceed 25° C. The resultant mixture was stirred for 18 hours at 25° C. The insoluble chromium salts were separated by decantation and washed with acetone. The washings were combined with the filtrate, and the resultant solution was...